This data is from the Open Reaction Database (ORD), a public repository of structured organic reaction records. The task is: describe an organic reaction: reactants, conditions, products, and yield The reactants are C1CCC2=NCCCN2CC1 (DBU), Cl[Ni]Cl (NiCl2). The solvent is CC(=O)C (acetone). Product: C1CCC2=NCCCN2CC1.Cl[Ni]Cl (DBU NiCl2). Isolated yield 55.5%. RXN SMILES: [CH2:1]1[CH2:11][CH2:10][N:9]2[C:4](=[N:5][CH2:6][CH2:7][CH2:8]2)[CH2:3][CH2:2]1.[Cl:12][Ni:13][Cl:14]>CC(C)=O>[CH2:1]1[CH2:11][CH2:10][N:9]2[C:4](=[N:5][CH2:6][CH2:7][CH2:8]2)[CH2:3][CH2:2]1.[Cl:12][Ni:13][Cl:14] |f:3.4|. Procedure: 152.2 g (1.0 mole) of DBU and 64.8 g(0.5 moles) of anhydrous NiCl2 were subjected to reaction at 180° C. for 4 hours in the absence of a solvent, and the reaction mixture was poured into acetone. The deposited crystals were ricovered therefrom by filtration, washed with acetone and dried, whereby 120.5 g of DBU/NiCl2 complex compound was obtained (yield: 55.5%). Reactants: OC1=C2C(C=3C=CC=CC3C(C2=C(C=2CC(CCC12)=O)O)=O)=O (7,10-Dihydro-6,11-dihydroxy-5,9,12(8H)-naphthacenetrione), C(C)[Mg]Br (Ethylmagnesium bromide), C(C(=O)O)(=O)O (oxalic acid), C(C)[Mg]Br (ethylmagnesium bromide), C#C (acetylene). The solvent is O1CCCC1 (tetrahydrofuran). Reaction conditions: time 8 hour. Yields the product C(#C)C1(CCC=2C(=C3C(C=4C=CC=CC4C(C3=C(C2C1)O)=O)=O)O)O (9-ethynyl-7,10-dihydro-6,9,11-trihydroxy-5,12(8H)-naphthacenedione). The yield is 498.5%. Reaction SMILES: [CH2:1]([Mg]Br)[CH3:2].C#C.[OH:7][C:8]1[C:25]2[CH2:24][CH2:23][C:22](=[O:26])[CH2:21][C:20]=2[C:19]([OH:27])=[C:18]2[C:9]=1[C:10](=[O:29])[C:11]1[CH:12]=[CH:13][CH:14]=[CH:15][C:16]=1[C:17]2=[O:28].C(O)(=O)C(O)=O>O1CCCC1>[C:1]([C:22]1([OH:26])[CH2:21][C:20]2[C:19]([OH:27])=[C:18]3[C:9]([C:10](=[O:29])[C:11]4[CH:12]=[CH:13][CH:14]=[CH:15][C:16]=4[C:17]3=[O:28])=[C:8]([OH:7])[C:25]=2[CH2:24][CH2:23]1)#[CH:2]. Procedure details: Acetylene, purified by passing it first through a column of alumina, then through concentrated sulfuric acid, was bubbled rapidly through freshly distilled tetrahydrofuran (100 ml) under nitrogen for 30 minutes. Ethylmagnesium bromide (3 ml, 3.15 M in ether, 12.6 mmole) was added in portions. When the frothing subsides, portionwise addition of the ethylmagnesium bromide solution was continued until the total solution had been added. The passage of acetylene was stopped and 7,10-dihydro-6,11-dihy... Reactants: C(C)OC(C(CCCC1CCCCCCCCCC1)=C)=O (5-cycloundecyl-2-methylenevaleric acid ethyl ester), ClC1=CC(=CC=C1)C(=O)OO (m-chloroperbenzoic acid). Solvent: C(Cl)Cl (methylene chloride). Yields the product C(C)OC(=O)C1(OC1)CCCC1CCCCCCCCCC1 (2-(3-Cycloundecylpropyl)-oxirane-2-carboxylic acid ethyl ester). RXN SMILES: [CH2:1]([O:3][C:4](=[O:21])[C:5](=[CH2:20])[CH2:6][CH2:7][CH2:8][CH:9]1[CH2:19][CH2:18][CH2:17][CH2:16][CH2:15][CH2:14][CH2:13][CH2:12][CH2:11][CH2:10]1)[CH3:2].ClC1C=CC=C(C(OO)=[O:30])C=1>C(Cl)Cl>[CH2:1]([O:3][C:4]([C:5]1([CH2:6][CH2:7][CH2:8][CH:9]2[CH2:19][CH2:18][CH2:17][CH2:16][CH2:15][CH2:14][CH2:13][CH2:12][CH2:11][CH2:10]2)[CH2:20][O:30]1)=[O:21])[CH3:2]. Procedure details: 2.2 g of the title compound, in the form of a colourless oil, which is purified by chromatography on silica gel (migrating agent: 90:10 petroleum ether/ethyl acetate; thin layer chromatography on silica gel with petroleum ether/ethyl acetate 9:1:Rf =0.5), are obtained by the procedure described in Example (1a) from 4.4 g of 5-cycloundecyl-2-methylenevaleric acid ethyl ester and 5.15 g of m-chloroperbenzoic acid in 40 ml of methylene chloride.